Task: describe an organic reaction: reactants, conditions, products, and yield. Dataset: the Open Reaction Database (ORD), a public repository of structured organic reaction records Starting materials: C(=O)=O (carbon dioxide), CCCCCC (n-hexane), C(CCC)[Li] (n-butyl lithium), N1=CC=C(C=C1)C1=CN=CS1 (5-(pyridin-4-yl)thiazole). Solvent: C(C)OCC (diethyl ether). Reaction conditions: time 10 minute. The product is N1=CC=C(C=C1)C1=CN=C(S1)C(=O)[O-].[Li+] (Lithium 5-(pyridin-4-yl)thiazole-2-carboxylate). Reaction SMILES: [N:1]1[CH:6]=[CH:5][C:4]([C:7]2[S:11][CH:10]=[N:9][CH:8]=2)=[CH:3][CH:2]=1.CCCCCC.C([Li:22])CCC.[C:23](=[O:25])=[O:24]>C(OCC)C>[N:1]1[CH:6]=[CH:5][C:4]([C:7]2[S:11][C:10]([C:23]([O-:25])=[O:24])=[N:9][CH:8]=2)=[CH:3][CH:2]=1.[Li+:22] |f:5.6|. Procedure: In diethyl ether (20 ml) was dissolved 5-(pyridin-4-yl)thiazole (290 mg), followed by the dropwise addition of an n-hexane solution (1.54M, 1.20 ml) of n-butyl lithium at −78° C. The resulting mixture was stirred for 10 minutes. After a carbon dioxide gas was blown into the reaction mixture at −78° C. for 15 minutes, the reaction mixture was heated to room temperature. The reaction mixture was concentrated under reduced pressure, whereby the title compound (409 mg) was obtained as a pale brown f... The reactants are N1C(=NC2=NC=CC=C21)SC(CC(=O)O)C(C2=CC=C(C=C2)Cl)=O (3-(imidazo[4,5-b]pyridine-2-ylthio)-3-(4-chlorobenzoyl)propionic acid). Run in FC(C(=O)O)(F)F (trifluoroacetic acid). The product is ClC1=CC=C(C=C1)C1=C(SC=2N1C=1C(=NC=CC1)N2)CC(=O)O (3-(4-chlorophenyl)thiazolo[3',2':1,2]imidazo [4,5-b]pyridine-2-acetic acid). Yield: 57.6%. RXN SMILES: [NH:1]1[C:9]2[C:4](=[N:5][CH:6]=[CH:7][CH:8]=2)[N:3]=[C:2]1[S:10][CH:11]([C:16](=O)[C:17]1[CH:22]=[CH:21][C:20]([Cl:23])=[CH:19][CH:18]=1)[CH2:12][C:13]([OH:15])=[O:14]>FC(F)(F)C(O)=O>[Cl:23][C:20]1[CH:21]=[CH:22][C:17]([C:16]2[N:1]3[C:9]4[C:4]([N:3]=[C:2]3[S:10][C:11]=2[CH2:12][C:13]([OH:15])=[O:14])=[N:5][CH:6]=[CH:7][CH:8]=4)=[CH:18][CH:19]=1. Procedure: 17 g (0.047 m) of 3-(imidazo[4,5-b]pyridine-2-ylthio)-3-(4-chlorobenzoyl)propionic acid, prepared according to Example 2, is dissolved in 200 ml trifluoroacetic acid, and the solution is heated to gentle reflux overnight. The solution is cooled and filtered, the solvent is removed in vacuo and the residual solid triturated with ether and the solid collected. The resulting trifluoroacetate is disproportionated in hot acetonitrile to give 9.3 g of title compound, m.p. 250°-252° C. Reactants: NC1=NC=CC=N1 (2-aminopyrimidine), ClS(=O)(=O)O (chlorosulfonic acid), S(=O)(Cl)Cl (thionyl chloride). Run in O (water), ice water. Product: NC1=NC=C(C=N1)S(=O)(=O)Cl (2-Amino-5-pyrimidinesulfonyl chloride). The yield is 27.4%. As a reaction SMILES: [Cl:1][S:2]([OH:5])(=O)=[O:3].[NH2:6][C:7]1[N:12]=[CH:11][CH:10]=[CH:9][N:8]=1.S(Cl)(Cl)=O>O>[NH2:6][C:7]1[N:12]=[CH:11][C:10]([S:2]([Cl:1])(=[O:5])=[O:3])=[CH:9][N:8]=1. Procedure details: 21 ml (0.316 mol) of chlorosulfonic acid was cooled in ice-water and 3 g (0.032 mol) of 2-aminopyrimidine was added thereto little by little under stirring. 9.2 ml (0.126 mol) of thionyl chloride was further added thereto, followed by stirring at 150° C. for 70 hours. The reaction solution was returned to room temperature, poured into water and extracted with ethyl acetate. The extract was dried over sodium sulfate and then concentrated to dryness, to give 1.7 g of the title compound.